From a dataset of the Open Reaction Database (ORD), a public repository of structured organic reaction records. describe an organic reaction: reactants, conditions, products, and yield Starting materials: COC(=O)C=1SC(=CC1[N+](=O)[O-])C#CC1CC1 (5-cyclopropylethynyl-3-nitrothiophene-2-carboxylic acid methyl ester). The reagents and catalysts are [Pd] (palladium). The solvent is CO (methanol). Reaction conditions: time 5 hour. Yields the product NC1=C(SC(=C1)CCC1CC1)C(=O)O (3-Amino-5-(2-cyclopropylethyl)thiophene-2-carboxylic acid). Reaction SMILES: C[O:2][C:3]([C:5]1[S:6][C:7]([C:13]#[C:14][CH:15]2[CH2:17][CH2:16]2)=[CH:8][C:9]=1[N+:10]([O-])=O)=[O:4]>CO.[Pd]>[NH2:10][C:9]1[CH:8]=[C:7]([CH2:13][CH2:14][CH:15]2[CH2:17][CH2:16]2)[S:6][C:5]=1[C:3]([OH:4])=[O:2]. Procedure details: A suspension of 5-cyclopropylethynyl-3-nitrothiophene-2-carboxylic acid methyl ester (104 mg) and palladium (10% on carbon, 10 mg) in methanol (10 mL) was vigorously stirred under an atmosphere of hydrogen at atmospheric pressure for 5 hours. The catalyst was then filtered off with suction, and the filtrate was concentrated. The product with the molecular weight of 225.31 (C11H15NO2S); MS (ESI): 226 (M+H+). Reactants: Cn1ccc2c(Cl)ncnc21, Nc1cccc(C(=O)c2cn(C3CCCC3)c3ncnc(N)c23)c1. RXN SMILES: [Cl:1][c:2]1[c:3]2[cH:4][cH:5][n:6]([CH3:7])[c:8]2[n:9][cH:10][n:11]1.[NH2:12][c:13]1[c:14]2[c:15]([n:16][cH:17][n:18]1)[n:19]([CH:31]1[CH2:32][CH2:33][CH2:34][CH2:35]1)[cH:20][c:21]2[C:22](=[O:23])[c:24]1[cH:25][c:26]([NH2:30])[cH:27][cH:28][cH:29]1>>[NH2:12][c:13]1[c:14]2[c:15]([n:16][cH:17][n:18]1)[n:19]([CH3:31])[cH:20][c:21]2[C:22](=[O:23])[c:24]1[cH:25][c:26]([NH2:30])[cH:27][cH:28][cH:29]1. Product: Cn1cc(C(=O)c2cccc(N)c2)c2c(N)ncnc21. As a reaction SMILES: [CH2:48]1[O:49][CH2:50][CH2:51][CH2:52]1.[CH3:3][OH:4].[CH3:5][O:6][C:7](=[O:8])[c:9]1[s:10][c:11]([CH2:14][CH2:15][CH2:16][CH:17]2[C:18]([c:23]3[cH:24][cH:25][c:26]([CH:29]([CH2:30][CH2:31][CH2:32][CH2:33][CH3:34])[O:35][C:36](=[O:37])[c:38]4[cH:39][cH:40][c:41]([N+:42]([O-:43])=[O:44])[cH:45][cH:46]4)[cH:27][cH:28]3)=[C:19]([Cl:22])[CH2:20][CH2:21]2)[cH:12][cH:13]1.[ClH:47].[Na+:2].[OH-:1]>>[CH3:5][O:6][C:7](=[O:8])[c:9]1[s:10][c:11]([CH2:14][CH2:15][CH2:16][CH:17]2[C:18]([c:23]3[cH:24][cH:25][c:26]([CH:29]([CH2:30][CH2:31][CH2:32][CH2:33][CH3:34])[OH:35])[cH:27][cH:28]3)=[C:19]([Cl:22])[CH2:20][CH2:21]2)[cH:12][cH:13]1. Reactants: C1CCOC1, CO, CCCCCC(OC(=O)c1ccc([N+](=O)[O-])cc1)c1ccc(C2=C(Cl)CCC2CCCc2ccc(C(=O)OC)s2)cc1, Cl, [Na+], [OH-]. The product is CCCCCC(O)c1ccc(C2=C(Cl)CCC2CCCc2ccc(C(=O)OC)s2)cc1.